From a dataset of the Open Reaction Database (ORD), a public repository of structured organic reaction records. describe an organic reaction: reactants, conditions, products, and yield Starting materials: CO, CN(C)C(=O)Cn1cc([N+](=O)[O-])cn1. The product is CN(C)C(=O)Cn1cc(N)cn1. As a reaction SMILES: [CH3:15][OH:16].[CH3:1][N:2]([C:3]([CH2:4][n:5]1[n:6][cH:7][c:8]([N+:10]([O-:11])=[O:12])[cH:9]1)=[O:13])[CH3:14]>>[CH3:1][N:2]([C:3]([CH2:4][n:5]1[n:6][cH:7][c:8]([NH2:10])[cH:9]1)=[O:13])[CH3:14]. Reactants: CNC=1SC(=NN1)S (2-methylamino-5-mercapto-1,3,4-thiadiazole), CN=C=O (methyl isocyanate). Reagents/catalysts: O1CCOCC1 (dioxane). Run in C(C)N(CC)CC (triethylamine). Reaction conditions: time 2 hour. The product is CNC(=O)N(C=1SC(=NN1)S)C (N,N'-dimethyl-N'-(5-mercapto-1,3,4-thiadiazol-2-yl)urea). Yield: 75.5%. Reaction SMILES: [CH3:1][NH:2][C:3]1[S:4][C:5]([SH:8])=[N:6][N:7]=1.[CH3:9][N:10]=[C:11]=[O:12]>O1CCOCC1.C(N(CC)CC)C>[CH3:9][NH:10][C:11]([N:2]([CH3:1])[C:3]1[S:4][C:5]([SH:8])=[N:6][N:7]=1)=[O:12]. Procedure: To a stirred slurry of 126 g of 2-methylamino-5-mercapto-1,3,4-thiadiazole in 525 ml of dioxane containing a few drops of triethylamine is added 49 g of methyl isocyanate. After stirring two hours at room temperature, the solid is collected by filtration and washed with hexane giving 165 g, melting at 162°-3°. This product is heated on the steam bath 11/2 -2 hours with 250 ml of triethylamine, during which time the initial solid is converted to a heavy amber oil. The supernatent liquid is decant... Reactants: C(C1=CC=CC=C1)O[C@H]1[C@@](C2(CCC1)OCCO2)(CCCC(C)O)C ((2S*,3R*)-3-benzyloxy-1,1-ethylenedioxy-2-methyl-2-(4'-hydroxypentyl)-cyclohexane), N1=CC=CC=C1 (pyridine). The reagents and catalysts are [O-2].[O-2].[O-2].[Cr+6] (chromium trioxide). Solvent: C(Cl)Cl (methylene chloride), CCOCC (ether), C(Cl)Cl (methylene chloride). Run at temperature 23 celsius, time 90 minute. Product: C(C1=CC=CC=C1)O[C@H]1[C@@](C2(CCC1)OCCO2)(CCCC(C)=O)C ((2S*,3R*)-3-benzyloxy-1,1-ethylenedioxy-2-methyl-2-(4'-oxopentyl)-cyclohexane). Isolated yield 61.2%. Reaction SMILES: N1C=CC=CC=1.[CH2:7]([O:14][C@@H:15]1[CH2:20][CH2:19][CH2:18][C:17]2([O:24][CH2:23][CH2:22][O:21]2)[C@@:16]1([CH3:31])[CH2:25][CH2:26][CH2:27][CH:28]([OH:30])[CH3:29])[C:8]1[CH:13]=[CH:12][CH:11]=[CH:10][CH:9]=1>C(Cl)Cl.CCOCC.[O-2].[O-2].[O-2].[Cr+6]>[CH2:7]([O:14][C@@H:15]1[CH2:20][CH2:19][CH2:18][C:17]2([O:21][CH2:22][CH2:23][O:24]2)[C@@:16]1([CH3:31])[CH2:25][CH2:26][CH2:27][C:28](=[O:30])[CH3:29])[C:8]1[CH:13]=[CH:12][CH:11]=[CH:10][CH:9]=1 |f:4.5.6.7|. Procedure: A solution of pyridine (70.3 g, 0.89 mol) and chromium trioxide (44.5 g, 0.445 mol) in methylene chloride (1.8 l) in a nitrogen atmosphere is stirred for 45 minutes. Celite (180 g) is added followed by (2S*,3R*)-3-benzyloxy-1,1-ethylenedioxy-2-methyl-2-(4'-hydroxypentyl)-cyclohexane (25.8 g, 0.074 mol) in methylene chloride (100 ml). The mixture is stirred for 90 minutes at 23° C. The mixture is then filtered and the celite cake is washed with methylene chloride (10×200 ml). The filtrate and was... Reactants: ClC1=C(C(=O)NC(=O)N(NC(=O)OC(C)(C)C)C2=CC(=C(C=C2)C(=O)OC)OC)C=C(C=C1)CNC(C(F)(F)F)=O (tert-butyl 2-((2-chloro-5-((2,2,2-trifluoroacetamido)methyl)benzoyl)carbamoyl)-2-(3-methoxy-4-(methoxycarbonyl)phenyl)hydrazinecarboxylate), C(=O)(C(F)(F)F)O (TFA). Run in C(Cl)Cl (DCM). Yields the product ClC1=C(C=C(C=C1)CNC(C(F)(F)F)=O)C1=NN(C(N1)=O)C1=CC(=C(C(=O)OC)C=C1)OC (methyl 4-(3-(2-chloro-5-((2,2,2-trifluoroacetamido)methyl) phenyl)-5-oxo-4,5-dihydro-1H-1,2,4-triazol-1-yl)-2-methoxybenzoate). The yield is 29.0%. As a reaction SMILES: [Cl:1][C:2]1[CH:33]=[CH:32][C:31]([CH2:34][NH:35][C:36](=[O:41])[C:37]([F:40])([F:39])[F:38])=[CH:30][C:3]=1[C:4]([NH:6][C:7]([N:9]([C:18]1[CH:23]=[CH:22][C:21]([C:24]([O:26][CH3:27])=[O:25])=[C:20]([O:28][CH3:29])[CH:19]=1)[NH:10]C(OC(C)(C)C)=O)=[O:8])=O.C(O)(C(F)(F)F)=O>C(Cl)Cl>[Cl:1][C:2]1[CH:33]=[CH:32][C:31]([CH2:34][NH:35][C:36](=[O:41])[C:37]([F:40])([F:39])[F:38])=[CH:30][C:3]=1[C:4]1[NH:6][C:7](=[O:8])[N:9]([C:18]2[CH:23]=[CH:22][C:21]([C:24]([O:26][CH3:27])=[O:25])=[C:20]([O:28][CH3:29])[CH:19]=2)[N:10]=1. Reported procedure: The title compound was prepared according to the procedure described in step-2 of Intermediate-9 by using tert-butyl 2-((2-chloro-5-((2,2,2-trifluoroacetamido)methyl)benzoyl)carbamoyl)-2-(3-methoxy-4-(methoxycarbonyl)phenyl)hydrazinecarboxylate (1.20 g, 1.99 mmol), TFA (2 mL) and DCM (20 mL) to afford 0.280 g of desired product. 1H NMR (300 MHz, DMSO d6): δ 3.78 (s, 3H), 3.85 (s, 3H), 4.46 (d, J=6.0 Hz, 2H), 7.51 (t, J=8.1 Hz, 1H), 7.65-7.68 (m, 3H), 7.78-7.84 (m, 2H), 10.09 (m, 1H), 12.70 (br s... The reactants are C(C)(=O)OC(C)=O (Acetic anhydride), ClC=1C(=C(C(=C(C1)C)C)N)OC (3-Chloro-2-methoxy-5,6-dimethyl-phenylamine), N1=CC=CC=C1 (pyridine), CO (MeOH). Reagents/catalysts: CN(C)C=1C=CN=CC1 (DMAP). The solvent is ClCCl (dichloromethane), CCOC(=O)C (EtOAc), ClCCl (dichloromethane). Conditions: time 2 hour. Yields the product ClC=1C(=C(C(=C(C1)C)C)NC(C)=O)OC (N-(3-chloro-2-methoxy-5,6-dimethyl-phenyl)-acetamide). As a reaction SMILES: [Cl:1][C:2]1[C:3]([O:11][CH3:12])=[C:4]([NH2:10])[C:5]([CH3:9])=[C:6]([CH3:8])[CH:7]=1.N1C=CC=CC=1.[C:19](OC(=O)C)(=[O:21])[CH3:20].CO>ClCCl.CN(C1C=CN=CC=1)C.CCOC(C)=O>[Cl:1][C:2]1[C:3]([O:11][CH3:12])=[C:4]([NH:10][C:19](=[O:21])[CH3:20])[C:5]([CH3:9])=[C:6]([CH3:8])[CH:7]=1. Procedure: 3-Chloro-2-methoxy-5,6-dimethyl-phenylamine (4.9 g, 26 mmol) is dissolved in dichloromethane (20 mL) and pyridine (8 mL) and cooled to 0° C. Acetic anhydride (3.7 mL, 39 mmol) and DMAP (85 mg, 0.7 mmol) are added and the reaction is allowed to warm to room temperature. After stirring 2 h, the reaction is diluted with EtOAc (500 mL) and washed with water, 2N HCl (2×50 mL), water, brine and dried over MgSO4 and concentrated. The crude reaction mixture is dissolved in dichloromethane and a minimal ... Isolated yield 32.0%. Run in CCOCC.[OH-].[K+] (ether KOH). The product is C(C)(C)N[C@H]1COC2=CC=CC(=C2C1)OC ((R)-3-(N-isopropylamino)-5-methoxychroman). Starting materials: C(C)(C)NC1COC2=CC=CC(=C2C1)OC (racemic 3-(N-isopropylamino)-5-methoxychroman), CC1=CC=C(C=C1)C(=O)O[C@@H]([C@@H](C(=O)O)OC(=O)C2=CC=C(C=C2)C)C(=O)O ((+)-di-1,4-toluoyl-D-tartaric acid), CC(=O)C (acetone), C(C)O (ethanol). Reaction conditions: temperature 20 celsius. RXN SMILES: [CH:1]([NH:4][CH:5]1[CH2:14][C:13]2[C:8](=[CH:9][CH:10]=[CH:11][C:12]=2[O:15][CH3:16])[O:7][CH2:6]1)([CH3:3])[CH3:2].CC1C=CC(C(O[C@H](C(O)=O)[C@H](OC(C2C=CC(C)=CC=2)=O)C(O)=O)=O)=CC=1.C(O)C.CC(C)=O>CCOCC.[OH-].[K+]>[CH:1]([NH:4][C@@H:5]1[CH2:14][C:13]2[C:8](=[CH:9][CH:10]=[CH:11][C:12]=2[O:15][CH3:16])[O:7][CH2:6]1)([CH3:3])[CH3:2] |f:4.5.6|. Procedure: The racemic 3-(N-isopropylamino)-5-methoxychroman (IV; 54 g, 0.224 mol) was mixed with an equimolar amount of (+)-di-1,4-toluoyl-D-tartaric acid (98.6 g, 0.244 mol). The mixture was dissolved in boiling ethanol (170 mL)/acetone (70 mL). The salt started to crystallize in the hot solvent mixture but was not filtered off until the solvent had cooled down to room temperature (20° C.). The salt was then recrystallized nine times from ethanol/acetone (1:5) to give the pure diastereomeric salt. Yield:... Reactants: [N+](=[N-])=C1C(NC2=CC=CC=C12)=O (diazooxindole), C1(=CC=CC=C1)C(=O)C#C (phenylethynyl ketone). Product: C(C1=CC=CC=C1)(=O)C1=NN2C(NC=3C=CC=CC3C2=C1)=O (2-Benzoylpyrazolo[1,5-c]quinazolin-5(6H)-one). Reaction SMILES: [N+:1](=[C:3]1[C:11]2[C:6](=[CH:7][CH:8]=[CH:9][CH:10]=2)[NH:5][C:4]1=[O:12])=[N-:2].[C:13]1([C:19]([C:21]#[CH:22])=[O:20])[CH:18]=[CH:17][CH:16]=[CH:15][CH:14]=1>>[C:19]([C:21]1[CH:22]=[C:3]2[N:1]([C:4](=[O:12])[NH:5][C:6]3[CH:7]=[CH:8][CH:9]=[CH:10][C:11]=32)[N:2]=1)(=[O:20])[C:13]1[CH:18]=[CH:17][CH:16]=[CH:15][CH:14]=1. Procedure details: 6.23 g (0.039 mole) of diazooxindole and 6.6 g (0.051 mole or 1.3 equiv) of the phenylethynyl ketone prepared as in part A above (dried on a porous plate before being weighed out) are suspended in benzene (275 ml) and the mixture is refluxed under N2 for 19 hours. The reaction mixture is cooled and the precipitates that form are filtered off, washed well with anhydrous ether (150 ml) and dried in a vacuum oven at ~70° for 1-1/2 hours. Yield: 10.3 g, m.p. 308°-311°. Additional product of 400 mg i... The reactants are FC(C1=C(CN2CCC(CCC2=O)C(=O)OCC)C=CC(=C1)C(F)(F)F)(F)F (ethyl 1-[2,4-bis(trifluoromethyl)benzyl]-7-oxoazepane-4-carboxylate), [BH4-].[Li+] (lithium borohydride), O (water). Run in C1CCOC1 (THF). Conditions: temperature 50 celsius, time 1 hour. The product is FC(C1=C(CN2C(CCC(CC2)CO)=O)C=CC(=C1)C(F)(F)F)(F)F (1-[2,4-bis(trifluoromethyl)benzyl]-5-(hydroxymethyl)azepan-2-one). Isolated yield 90.3%. RXN SMILES: [F:1][C:2]([F:28])([F:27])[C:3]1[CH:22]=[C:21]([C:23]([F:26])([F:25])[F:24])[CH:20]=[CH:19][C:4]=1[CH2:5][N:6]1[C:12](=[O:13])[CH2:11][CH2:10][CH:9]([C:14](OCC)=[O:15])[CH2:8][CH2:7]1.[BH4-].[Li+].O>C1COCC1>[F:28][C:2]([F:1])([F:27])[C:3]1[CH:22]=[C:21]([C:23]([F:26])([F:25])[F:24])[CH:20]=[CH:19][C:4]=1[CH2:5][N:6]1[CH2:7][CH2:8][CH:9]([CH2:14][OH:15])[CH2:10][CH2:11][C:12]1=[O:13] |f:1.2|. Reported procedure: To a solution of ethyl 1-[2,4-bis(trifluoromethyl)benzyl]-7-oxoazepane-4-carboxylate (14.8 g) in THF (400 mL) was added lithium borohydride (4.5 g). The reaction mixture was stirred at 50° C. for 1 hr, water was added, and the mixture was extracted with ethyl acetate. The extract was dried over anhydrous sodium sulfate, and the solvent was evaporated under reduced pressure to give the title compound (12.0 g).